From a dataset of the Open Reaction Database (ORD), a public repository of structured organic reaction records. describe an organic reaction: reactants, conditions, products, and yield Starting materials: CN(C)CC1=CC=2CN(CCC2O1)C(C1=CC=C(C=C1)C1(CC1)C1=CC=CC=C1)=O (N,N-Dimethyl-[5-[4-(1-phenylcyclopropyl)benzoyl]-4,5,6,7-tetrahydrofuro[3,2-c]pyridin-2-ylmethyl]amine), Cl (hydrogen chloride). Solvent: CO (methanol), C(C)(=O)OCC (ethyl acetate). RXN SMILES: [CH3:1][N:2]([CH2:4][C:5]1[O:13][C:12]2[CH2:11][CH2:10][N:9]([C:14](=[O:30])[C:15]3[CH:20]=[CH:19][C:18]([C:21]4([C:24]5[CH:29]=[CH:28][CH:27]=[CH:26][CH:25]=5)[CH2:23][CH2:22]4)=[CH:17][CH:16]=3)[CH2:8][C:7]=2[CH:6]=1)[CH3:3].[ClH:31]>CO.C(OCC)(=O)C>[ClH:31].[CH3:3][N:2]([CH2:4][C:5]1[O:13][C:12]2[CH2:11][CH2:10][N:9]([C:14](=[O:30])[C:15]3[CH:20]=[CH:19][C:18]([C:21]4([C:24]5[CH:25]=[CH:26][CH:27]=[CH:28][CH:29]=5)[CH2:22][CH2:23]4)=[CH:17][CH:16]=3)[CH2:8][C:7]=2[CH:6]=1)[CH3:1] |f:4.5|. Procedure: N,N-Dimethyl-[5-[4-(1-phenylcyclopropyl)benzoyl]-4,5,6,7-tetrahydrofuro[3,2-c]pyridin-2-ylmethyl]amine 0.270 g was dissolved in 2 ml of methanol; hydrogen chloride in ethyl acetate was added in excess, followed by stirring. This mixture was concentrated and washed with diethyl ether to yield the desired product. The product is Cl.CN(C)CC1=CC=2CN(CCC2O1)C(C1=CC=C(C=C1)C1(CC1)C1=CC=CC=C1)=O (N,N-dimethyl-[5-[4-(1-phenylcyclopropyl)benzoyl]-4,5,6,7-tetrahydrofuro[3,2-c]pyridin-2-ylmethyl]amine hydrochloride).